This data is from the Open Reaction Database (ORD), a public repository of structured organic reaction records. The task is: describe an organic reaction: reactants, conditions, products, and yield Reactants: CCO, OC1CC=C(c2cccnc2F)CC1, C1CCOC1. Yields the product OC1CCC(c2cccnc2F)CC1. RXN SMILES: [CH3:15][CH2:16][OH:17].[F:1][c:2]1[n:3][cH:4][cH:5][cH:6][c:7]1[C:8]1=[CH:9][CH2:10][CH:11]([OH:14])[CH2:12][CH2:13]1.[O:18]1[CH2:19][CH2:20][CH2:21][CH2:22]1>>[F:1][c:2]1[n:3][cH:4][cH:5][cH:6][c:7]1[CH:8]1[CH2:9][CH2:10][CH:11]([OH:14])[CH2:12][CH2:13]1. Reactants: Cl, C=C(OCC)c1c(C2CCS(=O)(=O)CC2)nc2c(-c3cnc4ccccc4c3)cnn2c1N(COCC[Si](C)(C)C)COCC[Si](C)(C)C. Yields the product C=C(OCC)c1c(C2CCS(=O)(=O)CC2)nc2c(-c3cnc4ccccc4c3)cnn2c1N. RXN SMILES: [ClH:50].[n:1]1[cH:2][c:3](-[c:11]2[cH:12][n:13][n:14]3[c:15]2[n:16][c:17]([CH:42]2[CH2:43][CH2:44][S:45](=[O:48])(=[O:49])[CH2:46][CH2:47]2)[c:18]([C:37](=[CH2:38])[O:39][CH2:40][CH3:41])[c:19]3[N:20]([CH2:21][O:22][CH2:23][CH2:24][Si:25]([CH3:26])([CH3:27])[CH3:28])[CH2:29][O:30][CH2:31][CH2:32][Si:33]([CH3:34])([CH3:35])[CH3:36])[cH:4][c:5]2[cH:6][cH:7][cH:8][cH:9][c:10]12>>[n:1]1[cH:2][c:3](-[c:11]2[cH:12][n:13][n:14]3[c:15]2[n:16][c:17]([CH:42]2[CH2:43][CH2:44][S:45](=[O:48])(=[O:49])[CH2:46][CH2:47]2)[c:18]([C:37](=[CH2:38])[O:39][CH2:40][CH3:41])[c:19]3[NH2:20])[cH:4][c:5]2[cH:6][cH:7][cH:8][cH:9][c:10]12. Starting materials: CC(C(=O)O)c1[nH]c2ccccc2c1C(=O)C1CSC(c2cccnc2)N1C(=O)OC(C)(C)C, Cl, C1COCCO1. Product: CC(C(=O)O)c1[nH]c2ccccc2c1C(=O)C1CSC(c2cccnc2)N1. As a reaction SMILES: [C:1](=[O:2])([OH:3])[CH:4]([CH3:5])[c:6]1[nH:7][c:8]2[cH:9][cH:10][cH:11][cH:12][c:13]2[c:14]1[C:15](=[O:16])[CH:17]1[N:18]([C:28]([O:29][C:30]([CH3:31])([CH3:32])[CH3:33])=[O:34])[CH:19]([c:22]2[cH:23][n:24][cH:25][cH:26][cH:27]2)[S:20][CH2:21]1.[ClH:35].[O:36]1[CH2:37][CH2:38][O:39][CH2:40][CH2:41]1>>[C:1](=[O:2])([OH:3])[CH:4]([CH3:5])[c:6]1[nH:7][c:8]2[cH:9][cH:10][cH:11][cH:12][c:13]2[c:14]1[C:15](=[O:16])[CH:17]1[NH:18][CH:19]([c:22]2[cH:23][n:24][cH:25][cH:26][cH:27]2)[S:20][CH2:21]1. The reactants are O=C1CCC(C2=C1SC=C2)N (4,5,6,7-tetrahydro-7-oxobenzo[b]thiophen-4-amine), ClCCl (dichloromethane), COC#N (methyl cyanate), ClCCl (dichloromethane). Yields the product CNC(=O)NC1CCC(C=2SC=CC21)=O (1-Methyl-3-(4,5,6,7-tetrahydro-7-oxobenzo[b]thien-4-yl)urea). As a reaction SMILES: [O:1]=[C:2]1[C:7]2[S:8][CH:9]=[CH:10][C:6]=2[CH:5]([NH2:11])[CH2:4][CH2:3]1.C[O:13][C:14]#[N:15].Cl[CH2:17]Cl>>[CH3:17][NH:15][C:14]([NH:11][CH:5]1[C:6]2[CH:10]=[CH:9][S:8][C:7]=2[C:2](=[O:1])[CH2:3][CH2:4]1)=[O:13]. Procedure: In 50 ml of dichloromethane, 8.1 g of 4,5,6,7-tetrahydro-7-oxobenzo[b]thiophen-4-amine is stirred under a nitrogen atmosphere and 2.9 g of methyl cyanate in 50 ml of dichloromethane is added dropwise at below 30° C. After stirring for an hour, the title compound is collected, m.p. 212° C. to 215° C. Starting materials: CN(C1=C(C=CC(=C1)OC1=C(C=C(C=C1)C(F)(F)F)Cl)[N+](=O)[O-])O (N-methyl-N-[2-nitro-5-(2-chloro-4-trifluoromethylphenoxy)phenyl]hydroxyamine), C(C)(C)N(CC)C(C)C (diisopropylethylamine), COCCOCBr ((2-methoxy)ethoxymethyl bromide). Run in C(Cl)Cl (methylene chloride), C(Cl)Cl (methylene chloride). Conditions: time 16 hour. The product is CN(C1=C(C=CC(=C1)OC1=C(C=C(C=C1)C(F)(F)F)Cl)[N+](=O)[O-])OCOCCOC (N-methyl-N-[2-nitro-5-(2-chloro-4-trifluoromethylphenoxy)phenyl](2-methoxy)ethoxymethoxyamine). Reaction SMILES: [CH3:1][N:2]([OH:24])[C:3]1[CH:8]=[C:7]([O:9][C:10]2[CH:15]=[CH:14][C:13]([C:16]([F:19])([F:18])[F:17])=[CH:12][C:11]=2[Cl:20])[CH:6]=[CH:5][C:4]=1[N+:21]([O-:23])=[O:22].C(N(C(C)C)CC)(C)C.[CH3:34][O:35][CH2:36][CH2:37][O:38][CH2:39]Br>C(Cl)Cl>[CH3:1][N:2]([O:24][CH2:34][O:35][CH2:36][CH2:37][O:38][CH3:39])[C:3]1[CH:8]=[C:7]([O:9][C:10]2[CH:15]=[CH:14][C:13]([C:16]([F:17])([F:19])[F:18])=[CH:12][C:11]=2[Cl:20])[CH:6]=[CH:5][C:4]=1[N+:21]([O-:23])=[O:22]. Procedure details: To a solution of N-methyl-N-[2-nitro-5-(2-chloro-4-trifluoromethylphenoxy)phenyl]hydroxyamine (600 mg, 1.65 mmol) in methylene chloride (4 ml) containing diisopropylethylamine (0.43 ml, 1.5 eq.) is added (2-methoxy)ethoxymethyl bromide (310 mg, 1.5 eq.) The mixture is stirred at RT for 16 hours. The reaction mixture is then taken up in methylene chloride, washed, dried, evaporated and purified by prep. TLC to yield N-methyl-N-[2-nitro-5-(2-chloro-4-trifluoromethylphenoxy)phenyl](2-methoxy)ethoxy... Starting materials: C#Cc1cccc(N)c1, CCO, N#Cc1cnc2ccc([N+](=O)[O-])cc2c1Cl. Product: C#Cc1cccc(Nc2c(C#N)cnc3ccc([N+](=O)[O-])cc23)c1. Reaction SMILES: [C:17](#[CH:18])[c:19]1[cH:20][c:21]([NH2:22])[cH:23][cH:24][cH:25]1.[CH3:26][CH2:27][OH:28].[Cl:1][c:2]1[c:3]([C:15]#[N:16])[cH:4][n:5][c:6]2[cH:7][cH:8][c:9]([N+:12](=[O:13])[O-:14])[cH:10][c:11]12>>[c:2]1([NH:22][c:21]2[cH:20][c:19]([C:17]#[CH:18])[cH:25][cH:24][cH:23]2)[c:3]([C:15]#[N:16])[cH:4][n:5][c:6]2[cH:7][cH:8][c:9]([N+:12](=[O:13])[O-:14])[cH:10][c:11]12. Starting materials: O=C1NOC(=C1)[C@H]1C[C@@H](N(CC1)C(=O)OC)C1=CC=CC=C1 (Racemic trans-methyl 4-(3-oxo-2,3-dihydroisoxazol-5-yl)-2-phenylpiperidine-1-carboxylate). The solvent is CCCCCCC.CCO (Heptane EtOH). Product: O=C1NOC(=C1)[C@@H]1C[C@H](N(CC1)C(=O)OC)C1=CC=CC=C1 ((2S,4S)-methyl 4-(3-oxo-2,3-dihydroisoxazol-5-yl)-2-phenylpiperidine-1-carboxylate). Isolated yield 32.3%. RXN SMILES: [O:1]=[C:2]1[CH:6]=[C:5]([C@@H:7]2[CH2:12][CH2:11][N:10]([C:13]([O:15][CH3:16])=[O:14])[C@@H:9]([C:17]3[CH:22]=[CH:21][CH:20]=[CH:19][CH:18]=3)[CH2:8]2)[O:4][NH:3]1>CCCCCCC.CCO>[O:1]=[C:2]1[CH:6]=[C:5]([C@H:7]2[CH2:12][CH2:11][N:10]([C:13]([O:15][CH3:16])=[O:14])[C@H:9]([C:17]3[CH:22]=[CH:21][CH:20]=[CH:19][CH:18]=3)[CH2:8]2)[O:4][NH:3]1 |f:1.2|. Procedure details: Racemic trans-methyl 4-(3-oxo-2,3-dihydroisoxazol-5-yl)-2-phenylpiperidine-1-carboxylate (772 mg, 2.55 mmol) was subjected to chiral preparative HPLC (Column: Chiralpak AD (250×20), 5 μm particle size, mobile phase: Heptane/EtOH 75/25, flow rate 15 mL/min) to yield (2S,4S)-methyl 4-(3-oxo-2,3-dihydroisoxazol-5-yl)-2-phenylpiperidine-1-carboxylate (249 mg, 32%). Optical rotation [α]D20=+23.0 (acetonitrile, c=1), Chiral purity 99.7% ee. The reactants are CC(=O)NC(Cc1ccc(N2CC(=O)NS2(=O)=O)c(OCc2ccccc2)c1)C(=O)OC(C)(C)C, ClCCl, O=C(O)C(F)(F)F. The product is CC(=O)NC(Cc1ccc(N2CC(=O)NS2(=O)=O)c(OCc2ccccc2)c1)C(=O)O. RXN SMILES: [C:1]([CH3:2])([CH3:3])([CH3:4])[O:5][C:6]([CH:7]([CH2:8][c:9]1[cH:10][c:11]([O:23][CH2:24][c:25]2[cH:26][cH:27][cH:28][cH:29][cH:30]2)[c:12]([N:15]2[S:16](=[O:21])(=[O:22])[NH:17][C:18](=[O:20])[CH2:19]2)[cH:13][cH:14]1)[NH:31][C:32]([CH3:33])=[O:34])=[O:35].[CH2:43]([Cl:44])[Cl:45].[F:36][C:37]([F:38])([F:39])[C:40]([OH:41])=[O:42]>>[O:5]=[C:6]([CH:7]([CH2:8][c:9]1[cH:10][c:11]([O:23][CH2:24][c:25]2[cH:26][cH:27][cH:28][cH:29][cH:30]2)[c:12]([N:15]2[S:16](=[O:21])(=[O:22])[NH:17][C:18](=[O:20])[CH2:19]2)[cH:13][cH:14]1)[NH:31][C:32]([CH3:33])=[O:34])[OH:35]. The product is C(C1=CC=CC=C1)OC(CCNC(CCNC(=O)OC(C)(C)C)=O)=O (N-[N-(t-butoxycarbonyl)-β-alanyl]-β-alanine benzyl ester). Procedure: N-(t-butoxycarbonyl)-β-alanine and β-alanine benzyl ester were coupled analogously to the above examples to give N-[N-(t-butoxycarbonyl)-β-alanyl]-β-alanine benzyl ester, m.p. 84°-85° C. Reactants: C(C)(C)(C)OC(=O)NCCC(=O)O (N-(t-butoxycarbonyl)-β-alanine), C(C1=CC=CC=C1)OC(CCN)=O (β-alanine benzyl ester). As a reaction SMILES: [C:1]([O:5][C:6]([NH:8][CH2:9][CH2:10][C:11]([OH:13])=O)=[O:7])([CH3:4])([CH3:3])[CH3:2].[CH2:14]([O:21][C:22](=[O:26])[CH2:23][CH2:24][NH2:25])[C:15]1[CH:20]=[CH:19][CH:18]=[CH:17][CH:16]=1>>[CH2:14]([O:21][C:22](=[O:26])[CH2:23][CH2:24][NH:25][C:11](=[O:13])[CH2:10][CH2:9][NH:8][C:6]([O:5][C:1]([CH3:2])([CH3:3])[CH3:4])=[O:7])[C:15]1[CH:20]=[CH:19][CH:18]=[CH:17][CH:16]=1.